Dataset: the Open Reaction Database (ORD), a public repository of structured organic reaction records. Task: describe an organic reaction: reactants, conditions, products, and yield Reactants: CC1=C(COC1=O)N1C(C2(CC1)CCNCC2)=O (2-(4-methyl-5-oxo-2,5-dihydrofuran-3-yl)-2,8-diazaspiro[4.5]decan-1-one), CC1=C(C=CC=2C(OCC21)=O)[C@H]2OC2 (4-methyl-5-[(2R)-oxiran-2-yl]-2-benzofuran-1(3H)-one). The solvent is C(C)O (ethanol). The product is O[C@@H](CN1CCC2(CCN(C2=O)C=2COC(C2C)=O)CC1)C1=C(C2=C(C(OC2)=O)C=C1)C (8-[(2R)-2-hydroxy-2-(4-methyl-1-oxo-1,3-dihydro-2-benzofuran-5-yl)ethyl]-2-(4-methyl-5-oxo-2,5-dihydrofuran-3-yl)-2,8-diazaspiro[4.5]decan-1-one). Reaction SMILES: [CH3:1][C:2]1[C:6](=[O:7])[O:5][CH2:4][C:3]=1[N:8]1[CH2:12][CH2:11][C:10]2([CH2:17][CH2:16][NH:15][CH2:14][CH2:13]2)[C:9]1=[O:18].[CH3:19][C:20]1[C:28]2[CH2:27][O:26][C:25](=[O:29])[C:24]=2[CH:23]=[CH:22][C:21]=1[C@@H:30]1[CH2:32][O:31]1>C(O)C>[OH:31][C@H:30]([C:21]1[CH:22]=[CH:23][C:24]2[C:25](=[O:29])[O:26][CH2:27][C:28]=2[C:20]=1[CH3:19])[CH2:32][N:15]1[CH2:16][CH2:17][C:10]2([C:9](=[O:18])[N:8]([C:3]3[CH2:4][O:5][C:6](=[O:7])[C:2]=3[CH3:1])[CH2:12][CH2:11]2)[CH2:13][CH2:14]1. Reported procedure: A solution of 2-(4-methyl-5-oxo-2,5-dihydrofuran-3-yl)-2,8-diazaspiro[4.5]decan-1-one (I-17, 6.00 g, 24.0 mmol) and 4-methyl-5-[(2R)-oxiran-2-yl]-2-benzofuran-1(3H)-one (I-4B, 5.93 g, 31.2 mmol) in ethanol (20 mL) in a sealed tube was heated at 95° C. overnight. After concentration, the residue was purified on silica gel column using methanol/dichloromethane, then precipitated from methanol to give the title compound. LC/MS, (M+1)+: 440.93. 1HNMR (500 MHz, CDCl3), δ7.845-7.809(m, 2H), 5.290-5.27... Reactants: Cc1ccc(CNC(=O)C(C)Br)cc1, CC#N, Clc1ccc(COC(Cn2ccnc2)c2ccc(Cl)cc2Cl)c(Cl)c1. Yields the product [Br-], Cc1ccc(CNC(=O)C(C)n2cc[n+](CC(OCc3ccc(Cl)cc3Cl)c3ccc(Cl)cc3Cl)c2)cc1. Reaction SMILES: [Br:26][CH:27]([C:28](=[O:29])[NH:30][CH2:31][c:32]1[cH:33][cH:34][c:35]([CH3:38])[cH:36][cH:37]1)[CH3:39].[CH3:40][C:41]#[N:42].[Cl:1][c:2]1[c:3]([CH:4]([CH2:5][n:6]2[cH:7][n:8][cH:9][cH:10]2)[O:11][CH2:12][c:13]2[c:14]([Cl:20])[cH:15][c:16]([Cl:19])[cH:17][cH:18]2)[cH:21][cH:22][c:23]([Cl:25])[cH:24]1>>[Br-:26].[Cl:1][c:2]1[c:3]([CH:4]([CH2:5][n+:6]2[cH:7][n:8]([CH:27]([C:28](=[O:29])[NH:30][CH2:31][c:32]3[cH:33][cH:34][c:35]([CH3:38])[cH:36][cH:37]3)[CH3:39])[cH:9][cH:10]2)[O:11][CH2:12][c:13]2[c:14]([Cl:20])[cH:15][c:16]([Cl:19])[cH:17][cH:18]2)[cH:21][cH:22][c:23]([Cl:25])[cH:24]1. Reactants: O=C1CCCC(=O)C1, O=C([O-])[O-], CC#N, [Cl-], CS(=O)(=O)c1ccc(C(=O)C2C(=O)CCCC2=O)c(Cl)c1, CS(=O)(=O)c1ccc(C(=O)O)c(Cl)c1, [K+], [K+], O=S(Cl)Cl, c1nc[nH]n1. Yields the product CS(=O)(=O)c1ccc(C(=O)Cl)c(Cl)c1. As a reaction SMILES: [C:41]1(=[O:42])[CH2:43][CH2:44][CH2:45][C:46](=[O:47])[CH2:48]1.[C:49](=[O:50])([O-:51])[O-:52].[CH3:60][C:61]#[N:62].[Cl-:22].[Cl:1][c:2]1[c:3]([C:4](=[O:5])[CH:6]2[C:7](=[O:8])[CH2:9][CH2:10][CH2:11][C:12]2=[O:13])[cH:14][cH:15][c:16]([S:18](=[O:19])(=[O:20])[CH3:21])[cH:17]1.[Cl:23][c:24]1[cH:25][c:26]([S:27]([CH3:28])(=[O:29])=[O:30])[cH:31][cH:32][c:33]1[C:34]([OH:35])=[O:36].[K+:53].[K+:54].[S:37]([Cl:38])([Cl:39])=[O:40].[nH:55]1[cH:56][n:57][cH:58][n:59]1>>[Cl:1][c:2]1[c:3]([C:4](=[O:5])[Cl:23])[cH:14][cH:15][c:16]([S:18](=[O:19])(=[O:20])[CH3:21])[cH:17]1. The product is COc1cc(Cn2c3ccccc3c3c(OCc4ccc(C(=O)[O-])cc4)cccc32)ccc1OCc1nc(-c2ccccc2)oc1C, [Na+]. As a reaction SMILES: [CH3:10][c:11]1[c:12]([CH2:22][O:23][c:24]2[c:25]([O:57][CH3:58])[cH:26][c:27]([CH2:28][n:29]3[c:30]4[cH:31][cH:32][cH:33][c:34]([O:42][CH2:43][c:44]5[cH:45][cH:46][c:47]([C:48](=[O:49])[O:50][CH2:51][CH3:52])[cH:53][cH:54]5)[c:35]4[c:36]4[cH:37][cH:38][cH:39][cH:40][c:41]34)[cH:55][cH:56]2)[n:13][c:14](-[c:16]2[cH:17][cH:18][cH:19][cH:20][cH:21]2)[o:15]1.[CH3:8][OH:9].[Na+:2].[O:3]1[CH2:4][CH2:5][CH2:6][CH2:7]1.[OH-:1].[OH2:59]>>[CH3:10][c:11]1[c:12]([CH2:22][O:23][c:24]2[c:25]([O:57][CH3:58])[cH:26][c:27]([CH2:28][n:29]3[c:30]4[cH:31][cH:32][cH:33][c:34]([O:42][CH2:43][c:44]5[cH:45][cH:46][c:47]([C:48](=[O:49])[O-:50])[cH:53][cH:54]5)[c:35]4[c:36]4[cH:37][cH:38][cH:39][cH:40][c:41]34)[cH:55][cH:56]2)[n:13][c:14](-[c:16]2[cH:17][cH:18][cH:19][cH:20][cH:21]2)[o:15]1.[Na+:2]. The reactants are CCOC(=O)c1ccc(COc2cccc3c2c2ccccc2n3Cc2ccc(OCc3nc(-c4ccccc4)oc3C)c(OC)c2)cc1, CO, [Na+], C1CCOC1, [OH-], O.